From a dataset of the Open Reaction Database (ORD), a public repository of structured organic reaction records. describe an organic reaction: reactants, conditions, products, and yield The reactants are [N+](=O)([O-])C=1C=C(C(=O)O)C=CC1NC1=CC=C(C=C1)OCCOC1=NC=CC=C1 (3-Nitro-4-({4-[2-(pyridin-2-yloxy)ethoxy]phenyl}amino)benzoic acid), C(=O)O (formic acid). Reagents/catalysts: [Fe] (iron). The solvent is C(OC)(OC)OC (trimethyl orthoformate), C(Cl)Cl (CH2Cl2). Reaction conditions: time 18 hour. Yields the product N1=C(C=CC=C1)OCCOC1=CC=C(C=C1)N1C=NC2=C1C=CC(=C2)C(=O)O (1-{4-[2-(pyridin-2-yloxy)ethoxy]phenyl}-1H-benzimidazole-5-carboxylic acid). As a reaction SMILES: [N+:1]([C:4]1[CH:5]=[C:6]([CH:10]=[CH:11][C:12]=1[NH:13][C:14]1[CH:19]=[CH:18][C:17]([O:20][CH2:21][CH2:22][O:23][C:24]2[CH:29]=[CH:28][CH:27]=[CH:26][N:25]=2)=[CH:16][CH:15]=1)[C:7]([OH:9])=[O:8])([O-])=O.[CH:30](O)=O>C(OC)(OC)OC.C(Cl)Cl.[Fe]>[N:25]1[CH:26]=[CH:27][CH:28]=[CH:29][C:24]=1[O:23][CH2:22][CH2:21][O:20][C:17]1[CH:18]=[CH:19][C:14]([N:13]2[C:12]3[CH:11]=[CH:10][C:6]([C:7]([OH:9])=[O:8])=[CH:5][C:4]=3[N:1]=[CH:30]2)=[CH:15][CH:16]=1. Reported procedure: 3-Nitro-4-({4-[2-(pyridin-2-yloxy)ethoxy]phenyl}amino)benzoic acid (6.00 g, 15.20 mmol), iron powder (8.49 g, 152.00 mmol), and formic acid (68 mL) were dissolved in dry trimethyl orthoformate (175 mL). The reaction was allowed to stir at rt. After 18 h, the reaction mixture was diluted with CH2Cl2 and filtered through Celite to give a bright orange solid. The crude mixture was recrystallized from methanol to give 1-{4-[2-(pyridin-2-yloxy)ethoxy]phenyl}-1H-benzimidazole-5-carboxylic acid as a ye... Reactants: ClC1=C(C=C2C(NC(=NC2=C1)N1N=CC(=C1)C(=O)OCC)=O)C1=C(C=CC=C1)C (ethyl 1-(7-chloro-4-oxo-6-(o-tolyl)-3,4-dihydroquinazolin-2-yl)-1H-pyrazole-4-carboxylate), CNC (dimethylamine). Yields the product CN(C1=NC(=NC2=CC(=C(C=C12)C1=C(C=CC=C1)C)Cl)N1N=CC(=C1)C(=O)O)C (1-(4-(Dimethylamino)-7-chloro-6-(o-tolyl)quinazolin-2-yl)-1H-pyrazole-4-carboxylic acid). RXN SMILES: [Cl:1][C:2]1[CH:11]=[C:10]2[C:5]([C:6](=O)[NH:7][C:8]([N:12]3[CH:16]=[C:15]([C:17]([O:19]CC)=[O:18])[CH:14]=[N:13]3)=[N:9]2)=[CH:4][C:3]=1[C:23]1[CH:28]=[CH:27][CH:26]=[CH:25][C:24]=1[CH3:29].[CH3:30][NH:31][CH3:32]>>[CH3:30][N:31]([CH3:32])[C:6]1[C:5]2[C:10](=[CH:11][C:2]([Cl:1])=[C:3]([C:23]3[CH:28]=[CH:27][CH:26]=[CH:25][C:24]=3[CH3:29])[CH:4]=2)[N:9]=[C:8]([N:12]2[CH:16]=[C:15]([C:17]([OH:19])=[O:18])[CH:14]=[N:13]2)[N:7]=1. Procedure: The above compound may be made analogous to Example 1 using ethyl 1-(7-chloro-4-oxo-6-(o-tolyl)-3,4-dihydroquinazolin-2-yl)-1H-pyrazole-4-carboxylate in step D and dimethylamine in step E. MS (ESI): predicted mass calcd. for C21H18ClN5O2, 407.9